This data is from the Open Reaction Database (ORD), a public repository of structured organic reaction records. The task is: describe an organic reaction: reactants, conditions, products, and yield Reactants: CCO, CCOC(=O)CCN(C)C(=O)c1ccc(NC(c2cc(-c3ccc(F)cc3)oc2C)C2CCCCC2)cn1, [Li+], C1CCOC1, [OH-]. The product is Cc1oc(-c2ccc(F)cc2)cc1C(Nc1ccc(C(=O)N(C)CCC(=O)O)nc1)C1CCCCC1. Reaction SMILES: [CH3:46][CH2:47][OH:48].[CH:1]1([CH:7]([c:8]2[c:9]([CH3:20])[o:10][c:11](-[c:13]3[cH:14][cH:15][c:16]([F:19])[cH:17][cH:18]3)[cH:12]2)[NH:21][c:22]2[cH:23][cH:24][c:25]([C:28](=[O:29])[N:30]([CH2:31][CH2:32][C:33](=[O:34])[O:35][CH2:36][CH3:37])[CH3:38])[n:26][cH:27]2)[CH2:2][CH2:3][CH2:4][CH2:5][CH2:6]1.[Li+:44].[O:39]1[CH2:40][CH2:41][CH2:42][CH2:43]1.[OH-:45]>>[CH:1]1([CH:7]([c:8]2[c:9]([CH3:20])[o:10][c:11](-[c:13]3[cH:14][cH:15][c:16]([F:19])[cH:17][cH:18]3)[cH:12]2)[NH:21][c:22]2[cH:23][cH:24][c:25]([C:28](=[O:29])[N:30]([CH2:31][CH2:32][C:33](=[O:34])[OH:35])[CH3:38])[n:26][cH:27]2)[CH2:2][CH2:3][CH2:4][CH2:5][CH2:6]1. Reactants: N1C[C@@H](CC1)NC1=NC=CC=C1C=1N=C2C(=NC1)N(C=C2)COCC[Si](C)(C)C ((R)-pyrrolidin-3-yl-{3-[5-(2-trimethylsilanyl-ethoxymethyl)-5H-pyrrolo[2,3-b]pyrazin-2-yl]-pyridin-2-yl}-amine), COC(=O)Cl (methylchloroformate), CCN(C(C)C)C(C)C (DIPEA). Product: COC(=O)N1C[C@@H](CC1)NC1=NC=CC=C1C=1N=C2C(=NC1)N(C=C2)COCC[Si](C)(C)C ((R)-3-{3-[5-(2-Trimethylsilanyl-ethoxymethyl)-5H-pyrrolo[2,3-b]pyrazin-2-yl]-pyridin-2-ylamino}-pyrrolidine-1-carboxylic acid methyl ester). As a reaction SMILES: [NH:1]1[CH2:5][CH2:4][C@@H:3]([NH:6][C:7]2[C:12]([C:13]3[N:14]=[C:15]4[CH:21]=[CH:20][N:19]([CH2:22][O:23][CH2:24][CH2:25][Si:26]([CH3:29])([CH3:28])[CH3:27])[C:16]4=[N:17][CH:18]=3)=[CH:11][CH:10]=[CH:9][N:8]=2)[CH2:2]1.[CH3:30][O:31][C:32](Cl)=[O:33].CCN(C(C)C)C(C)C>>[CH3:30][O:31][C:32]([N:1]1[CH2:5][CH2:4][C@@H:3]([NH:6][C:7]2[C:12]([C:13]3[N:14]=[C:15]4[CH:21]=[CH:20][N:19]([CH2:22][O:23][CH2:24][CH2:25][Si:26]([CH3:29])([CH3:28])[CH3:27])[C:16]4=[N:17][CH:18]=3)=[CH:11][CH:10]=[CH:9][N:8]=2)[CH2:2]1)=[O:33]. Reported procedure: (R)-3-{3-[5-(2-Trimethylsilanyl-ethoxymethyl)-5H-pyrrolo[2,3-b]pyrazin-2-yl]-pyridin-2-ylamino}-pyrrolidine-1-carboxylic acid methyl ester was prepared from (R)-pyrrolidin-3-yl-{3-[5-(2-trimethylsilanyl-ethoxymethyl)-5H-pyrrolo[2,3-b]pyrazin-2-yl]-pyridin-2-yl}-amine and methylchloroformate using DIPEA as base and following the general synthetic procedures described in the above Examples. The reactants are [H-].[Na+] (Sodium hydride), BrC=1C=CC(=NC1)C1C(N(CC1)C)=O (3-(5-bromo-pyridin-2-yl)-1-methyl-pyrrolidin-2-one), CN(C=O)C (N,N-dimethylformamide). Run in C(C)(=O)OCC (ethyl acetate). Conditions: time 1.5 hour. Yields the product BrC=1C=CC(=NC1)C1(C(N(CC1)C)=O)O (3-(5-Bromo-pyridin-2-yl)-3-hydroxy-1-methyl-pyrrolidin-2-one). Reaction SMILES: [H-].[Na+].[Br:3][C:4]1[CH:5]=[CH:6][C:7]([CH:10]2[CH2:14][CH2:13][N:12]([CH3:15])[C:11]2=[O:16])=[N:8][CH:9]=1.CN(C)C=[O:20]>C(OCC)(=O)C>[Br:3][C:4]1[CH:5]=[CH:6][C:7]([C:10]2([OH:20])[CH2:14][CH2:13][N:12]([CH3:15])[C:11]2=[O:16])=[N:8][CH:9]=1 |f:0.1|. Procedure details: Sodium hydride (55% in mineral oil, 0.13 g) was added to a solution of 3-(5-bromo-pyridin-2-yl)-1-methyl-pyrrolidin-2-one (0.69 g) in N,N-dimethylformamide (10 mL) at room temperature. The resulting mixture was stirred in the presence of air for 1.5 h and then diluted with ethyl acetate. The precipitate formed thereafter was separated by filtration, washed with ether, and dried. The title compound was obtained as a colorless solid. Yield: 0.71 g (93% of theory); LC (method 1): tR=1.38 min; Mass ... Starting materials: CCOC(=O)C(C(=O)OCC)c1nc(OC)c2[nH]c(=O)n(-c3cc(OCc4c(F)cccc4OC)c(OCCO[Si](C)(C)C(C)(C)C)cc3Cl)c2n1, COc1cccc(F)c1COc1cc(N)c(Cl)cc1OCCO[Si](C)(C)C(C)(C)C, CCCC[N+](CCCC)(CCCC)CCCC, [F-], C1CCOC1. Yields the product CCOC(=O)C(C(=O)OCC)c1nc(OC)c2[nH]c(=O)n(-c3cc(OCc4c(F)cccc4OC)c(OCCO)cc3Cl)c2n1. As a reaction SMILES: [C:1]([Si:2]([CH3:3])([CH3:4])[O:6][CH2:7][CH2:8][O:9][c:10]1[cH:11][c:12]([Cl:50])[c:13](-[n:27]2[c:28]3[n:29][c:30]([CH:39]([C:40](=[O:41])[O:42][CH2:43][CH3:44])[C:45](=[O:46])[O:47][CH2:48][CH3:49])[n:31][c:32]([O:37][CH3:38])[c:33]3[nH:34][c:35]2=[O:36])[cH:14][c:15]1[O:16][CH2:17][c:18]1[c:19]([F:26])[cH:20][cH:21][cH:22][c:23]1[O:24][CH3:25])([CH3:5])([CH3:51])[CH3:52].[C:53]([Si:54]([CH3:55])([CH3:56])[O:57][CH2:58][CH2:59][O:60][c:61]1[c:62]([O:63][CH2:64][c:65]2[c:66]([O:67][CH3:68])[cH:69][cH:70][cH:71][c:72]2[F:73])[cH:74][c:75]([NH2:76])[c:77]([Cl:78])[cH:79]1)([CH3:80])([CH3:81])[CH3:82].[CH2:84]([N+:85]([CH2:86][CH2:87][CH2:88][CH3:89])([CH2:90][CH2:91][CH2:92][CH3:93])[CH2:94][CH2:95][CH2:96][CH3:97])[CH2:98][CH2:99][CH3:100].[F-:83].[O:101]1[CH2:102][CH2:103][CH2:104][CH2:105]1>>[OH:6][CH2:7][CH2:8][O:9][c:10]1[cH:11][c:12]([Cl:50])[c:13](-[n:27]2[c:28]3[n:29][c:30]([CH:39]([C:40](=[O:41])[O:42][CH2:43][CH3:44])[C:45](=[O:46])[O:47][CH2:48][CH3:49])[n:31][c:32]([O:37][CH3:38])[c:33]3[nH:34][c:35]2=[O:36])[cH:14][c:15]1[O:16][CH2:17][c:18]1[c:19]([F:26])[cH:20][cH:21][cH:22][c:23]1[O:24][CH3:25]. The reactants are N1C=NC=C1 (imidazole), ClC=1N=C(C2=C(N1)SC(=C2)CC)NCC2=CC(=C(C=C2)OC)OC (2-chloro-6-ethyl-4-(3,4-dimethoxybenzylamino)-thieno-[2,3-d]-pyrimidine). Yields the product N1(C=NC=C1)C=1N=C(C2=C(N1)SC(=C2)CC)NCC2=CC(=C(C=C2)OC)OC (2-(imidazol-1-yl)-6-ethyl-4-(3,4-dimethoxybenzylamino)-thieno-[2,3-d]-pyrimidine). Reaction SMILES: [NH:1]1[CH:5]=[CH:4][N:3]=[CH:2]1.Cl[C:7]1[N:8]=[C:9]([NH:18][CH2:19][C:20]2[CH:25]=[CH:24][C:23]([O:26][CH3:27])=[C:22]([O:28][CH3:29])[CH:21]=2)[C:10]2[CH:15]=[C:14]([CH2:16][CH3:17])[S:13][C:11]=2[N:12]=1>>[N:1]1([C:7]2[N:8]=[C:9]([NH:18][CH2:19][C:20]3[CH:25]=[CH:24][C:23]([O:26][CH3:27])=[C:22]([O:28][CH3:29])[CH:21]=3)[C:10]3[CH:15]=[C:14]([CH2:16][CH3:17])[S:13][C:11]=3[N:12]=2)[CH:5]=[CH:4][N:3]=[CH:2]1. Procedure details: Following the procedure of Example 97, the reaction of imidazole with 2-chloro-6-ethyl-4-(3,4-dimethoxybenzylamino)-thieno-[2,3-d]-pyrimidine gives 2-(imidazol-1-yl)-6-ethyl-4-(3,4-dimethoxybenzylamino)-thieno-[2,3-d]-pyrimidine. Starting materials: Brc1csc2ccncc12, [Li]CCCC, CCOCC, CC(=O)O, Cl, CN(C)C=O, O. The product is O=Cc1csc2ccncc12. Reaction SMILES: [Br:1][c:2]1[cH:3][s:4][c:5]2[c:6]1[cH:7][n:8][cH:9][cH:10]2.[CH2:11]([Li:12])[CH2:13][CH2:14][CH3:15].[CH3:22][CH2:23][O:24][CH2:25][CH3:26].[CH3:28][C:29](=[O:30])[OH:31].[ClH:21].[O:16]=[CH:17][N:18]([CH3:19])[CH3:20].[OH2:27]>>[c:2]1([CH:17]=[O:16])[cH:3][s:4][c:5]2[c:6]1[cH:7][n:8][cH:9][cH:10]2. Starting materials: FC1=C(C#N)C=CC(=C1O)OC (2-fluoro-3-hydroxy-p-anisonitrile), C(C)(=O)OC(C)=O (acetic anhydride). Run in N1=CC=CC=C1 (pyridine). Product: C(C)(=O)OC1=C(C(=CC=C1OC)C#N)F (3-cyano-2-fluoro-6-methoxyphenyl acetate). RXN SMILES: [F:1][C:2]1[C:9]([OH:10])=[C:8]([O:11][CH3:12])[CH:7]=[CH:6][C:3]=1[C:4]#[N:5].[C:13](OC(=O)C)(=[O:15])[CH3:14]>N1C=CC=CC=1>[C:13]([O:10][C:9]1[C:8]([O:11][CH3:12])=[CH:7][CH:6]=[C:3]([C:4]#[N:5])[C:2]=1[F:1])(=[O:15])[CH3:14]. Procedure details: 0.9 g of 2-fluoro-3-hydroxy-p-anisonitrile are dissolved in 10 ml of acetic anhydride and 0.5 ml of pyridine, whereupon the mixture is stirred at 120° for 2 hours. The reaction mixture is subsequently evaporated and the residue is partitioned between ice-water and methylene chloride. The organic phase is dried over sodium sulfate and evaporated, and the residue is recrystallized from methylene chloride/hexane. There is obtained 3-cyano-2-fluoro-6-methoxyphenyl acetate of m.p. 90°-91°.